This data is from the Open Reaction Database (ORD), a public repository of structured organic reaction records. The task is: describe an organic reaction: reactants, conditions, products, and yield Starting materials: C=CCOC1CC(N)c2cc(OC)ccc21, C=CCOC1CC(NCC(O)C(Cc2cc(F)cc(F)c2)NC(=O)OCc2ccccc2)c2cc(OC)ccc21, C=CCOC1CC(NCC(O)C(Cc2cc(F)cc(F)c2)NC(=O)OCc2ccccc2)c2cc(OC)ccc21, O=C(NC(Cc1cc(F)cc(F)c1)C1CO1)OCc1ccccc1. Product: C=CCOC1CC(NCC(O)C(N)Cc2cc(F)cc(F)c2)c2cc(OC)ccc21. As a reaction SMILES: [CH2:1]([O:2][CH:3]1[c:4]2[c:5]([cH:6][c:7]([O:8][CH3:9])[cH:10][cH:11]2)[CH:12]([NH2:13])[CH2:14]1)[CH:15]=[CH2:16].[CH2:41]([CH:42]=[CH2:43])[O:44][CH:45]1[CH2:46][CH:47]([NH:56][CH2:57][CH:58]([CH:59]([CH2:60][c:61]2[cH:62][c:63]([F:68])[cH:64][c:65]([F:67])[cH:66]2)[NH:69][C:70](=[O:71])[O:72][CH2:73][c:74]2[cH:75][cH:76][cH:77][cH:78][cH:79]2)[OH:80])[c:48]2[cH:49][c:50]([O:54][CH3:55])[cH:51][cH:52][c:53]21.[CH2:81]([O:82][CH:83]1[c:84]2[c:85]([cH:86][c:87]([O:88][CH3:89])[cH:90][cH:91]2)[CH:92]([NH:93][CH2:94][CH:95]([OH:96])[CH:97]([NH:98][C:99](=[O:100])[O:101][CH2:102][c:103]2[cH:104][cH:105][cH:106][cH:107][cH:108]2)[CH2:109][c:110]2[cH:111][c:112]([F:113])[cH:114][c:115]([F:116])[cH:117]2)[CH2:118]1)[CH:119]=[CH2:120].[F:17][c:18]1[cH:19][c:20]([CH2:21][CH:22]([NH:23][C:24](=[O:25])[O:26][CH2:27][c:28]2[cH:29][cH:30][cH:31][cH:32][cH:33]2)[CH:34]2[CH2:35][O:36]2)[cH:37][c:38]([F:39])[cH:40]1>>[CH2:41]([CH:42]=[CH2:43])[O:44][CH:45]1[CH2:46][CH:47]([NH:56][CH2:57][CH:58]([CH:59]([CH2:60][c:61]2[cH:62][c:63]([F:68])[cH:64][c:65]([F:67])[cH:66]2)[NH2:69])[OH:80])[c:48]2[cH:49][c:50]([O:54][CH3:55])[cH:51][cH:52][c:53]21. Starting materials: O1C(C1)C1=CC2=C(C(OC2)=O)C=C1 (5-(Oxiran-2-yl)-2-benzofuran-1(3H)-one), C(=O)(OC(C)(C)C)N1C[C@H](NCC1)CO ((S)-4-N—BOC-2-hydroxymethyl piperazine). The solvent is C(C)O (ethanol). Reaction conditions: temperature 150 celsius. Product: OC[C@@H]1CN(CCN1CC(C1=CC2=C(C(OC2)=O)C=C1)O)C(=O)OC(C)(C)C (tert-butyl(3S)-3-(hydroxymethyl)-4-[2-hydroxy-2-(1-oxo-1,3-dihydro-2-benzofuran-5-yl)ethyl]piperazine-1-carboxylate). RXN SMILES: [O:1]1[CH2:3][CH:2]1[C:4]1[CH:13]=[CH:12][C:7]2[C:8](=[O:11])[O:9][CH2:10][C:6]=2[CH:5]=1.[C:14]([N:21]1[CH2:26][CH2:25][NH:24][C@H:23]([CH2:27][OH:28])[CH2:22]1)([O:16][C:17]([CH3:20])([CH3:19])[CH3:18])=[O:15]>C(O)C>[OH:28][CH2:27][C@H:23]1[N:24]([CH2:3][CH:2]([OH:1])[C:4]2[CH:13]=[CH:12][C:7]3[C:8](=[O:11])[O:9][CH2:10][C:6]=3[CH:5]=2)[CH2:25][CH2:26][N:21]([C:14]([O:16][C:17]([CH3:20])([CH3:19])[CH3:18])=[O:15])[CH2:22]1. Procedure: 5-(Oxiran-2-yl)-2-benzofuran-1(3H)-one (1.5 g, 8.5 mmol) and commercially available (S)-4-N—BOC-2-hydroxymethyl piperazine (2.394 g, 11.07 mmol) were combined in ethanol (10 mL) in a microwave tube. The mixture was degassed then heated for 60 min at 150° C. LC-MS showed the product peak. The reaction was worked up by adding ethyl acetate and washing once with brine. The organic layer was separated, dried, and concentrated to dryness. The crude product was purified by MPLC using an 80 g Redi-sep ... The reactants are CC=1NC2=CC=C(C=C2C1)C (2,5-dimethylindole), ClC1=CC=NC2=C(C=CC=C12)Cl (4,8-dichloroquinoline). The product is Cl.CC=1NC2=CC=C(C=C2C1C1=CC=NC2=C(C=CC=C12)Cl)C (4-(2,5-Dimethyl-1H-indol-3-yl)-8-chloroquinoline, hydrochloride). As a reaction SMILES: [CH3:1][C:2]1[NH:3][C:4]2[C:9]([CH:10]=1)=[CH:8][C:7]([CH3:11])=[CH:6][CH:5]=2.[Cl:12][C:13]1[C:22]2[C:17](=[C:18]([Cl:23])[CH:19]=[CH:20][CH:21]=2)[N:16]=[CH:15][CH:14]=1>>[ClH:12].[CH3:1][C:2]1[NH:3][C:4]2[C:9]([C:10]=1[C:13]1[C:22]3[C:17](=[C:18]([Cl:23])[CH:19]=[CH:20][CH:21]=3)[N:16]=[CH:15][CH:14]=1)=[CH:8][C:7]([CH3:11])=[CH:6][CH:5]=2 |f:2.3|. Procedure: The sub-title compound was prepared by the method of Example 15 step a), using 2,5-dimethylindole and 4,8-dichloroquinoline. The reactants are O=C([O-])O, C1CCOC1, [Na+], [Na+], [Na+], O=S([O-])([O-])=S, O, CN(C(=O)OC(C)(C)C)C(C)(C)CCCO. The product is CN(C(=O)OC(C)(C)C)C(C)(C)CCC=O. Reaction SMILES: [C:17](=[O:18])([OH:19])[O-:20].[CH2:29]1[O:30][CH2:31][CH2:32][CH2:33]1.[Na+:21].[Na+:22].[Na+:23].[O-:24][S:25]([O-:26])(=[S:27])=[O:28].[OH2:34].[OH:1][CH2:2][CH2:3][CH2:4][C:5]([CH3:6])([CH3:7])[N:8]([C:9]([O:10][C:11]([CH3:12])([CH3:13])[CH3:14])=[O:15])[CH3:16]>>[O:1]=[CH:2][CH2:3][CH2:4][C:5]([CH3:6])([CH3:7])[N:8]([C:9]([O:10][C:11]([CH3:12])([CH3:13])[CH3:14])=[O:15])[CH3:16]. Reactants: COCOC=1C=C(C#N)C=CC1C1=NC=CC=C1 (3-Methoxymethoxy-4-pyridin-2-yl-benzonitrile), [H-].[H-].[H-].[H-].[Li+].[Al+3] (LiAlH4). Solvent: CCOCC (ether), CCOCC (Et2O). Run at time 10 minute. Product: COCOC=1C=C(CN)C=CC1C1=NC=CC=C1 (3-Methoxymethoxy-4-pyridin-2-yl-benzylamine). As a reaction SMILES: [CH3:1][O:2][CH2:3][O:4][C:5]1[CH:6]=[C:7]([CH:10]=[CH:11][C:12]=1[C:13]1[CH:18]=[CH:17][CH:16]=[CH:15][N:14]=1)[C:8]#[N:9].[H-].[H-].[H-].[H-].[Li+].[Al+3]>CCOCC>[CH3:1][O:2][CH2:3][O:4][C:5]1[CH:6]=[C:7]([CH:10]=[CH:11][C:12]=1[C:13]1[CH:18]=[CH:17][CH:16]=[CH:15][N:14]=1)[CH2:8][NH2:9] |f:1.2.3.4.5.6|. Reported procedure: 3-Methoxymethoxy-4-pyridin-2-yl-benzonitrile (160 mg, 0.67 mmol) is then dissolved in ether (10 mL). The resulting solution is slowly added to a suspension of LiAlH4 (100 mg, 2.6 mmol) in Et2O. After addition, the mixture is stirred for another 10 min before quenched with H2O and 5 N NaOH. After which, EtOAc is added and the organic layer is collected and washed with brine and dried over Na2SO4. Removal of the solvent provided the crude amine, which is used directly in the next step. MS (ESI): 2... Reactants: ClC(Cl)(Cl)Cl, CCOC(=O)Cc1nnnn1C, [Cl-], [Cl-], [Cl-], [Cl-], O=C(c1ccc(F)cc1)c1ccc(F)cc1, C1CCOC1, O, [Ti+4], c1ccncc1. The product is CCOC(=O)C(=C(c1ccc(F)cc1)c1ccc(F)cc1)c1nnnn1C. Reaction SMILES: [C:1]([Cl:2])([Cl:3])([Cl:4])[Cl:5].[CH3:27][n:28]1[n:29][n:30][n:31][c:32]1[CH2:33][C:34](=[O:35])[O:36][CH2:37][CH3:38].[Cl-:45].[Cl-:46].[Cl-:47].[Cl-:48].[F:11][c:12]1[cH:13][cH:14][c:15]([C:16](=[O:17])[c:18]2[cH:19][cH:20][c:21]([F:24])[cH:22][cH:23]2)[cH:25][cH:26]1.[O:6]1[CH2:7][CH2:8][CH2:9][CH2:10]1.[OH2:50].[Ti+4:49].[cH:39]1[cH:40][cH:41][n:42][cH:43][cH:44]1>>[F:11][c:12]1[cH:13][cH:14][c:15]([C:16]([c:18]2[cH:19][cH:20][c:21]([F:24])[cH:22][cH:23]2)=[C:33]([c:32]2[n:28]([CH3:27])[n:29][n:30][n:31]2)[C:34](=[O:35])[O:36][CH2:37][CH3:38])[cH:25][cH:26]1. Reactants: NCC(=O)[C@H]1[C@@](O[C@@H]([C@H]([C@@H]1O)O)CO)(N(C(CCCCCCCCCCC)=O)CCCCCCCCCCCCCCCCCC)N (N-(2-glycyl-amino-2-deoxy-β-D-glucopyranosyl)-N-octadecyl-dodecanamide), C(=O)(OCC1=CC=CC=C1)N[C@@H](CCC(=O)O)C(=O)OCC1=CC=CC=C1 (N-carbobenzoxy-O-benzyl-L-glutamic acid). Product: C(=O)(OCC1=CC=CC=C1)N[C@@H](CCC(OCC1=CC=CC=C1)=O)C(=O)NCC(=O)[C@H]1[C@@](O[C@@H]([C@H]([C@@H]1O)O)CO)(N(C(CCCCCCCCCCC)=O)CCCCCCCCCCCCCCCCCC)N (N-[-(N-Carbobenzoxy-O-benzyl-L-glutamyl-glycyl)-amino-2-deoxy-β-D-glucopyranosyl]-N-octadecyl-dodecanamide). RXN SMILES: [NH2:1][CH2:2][C:3]([C@@H:5]1[C@@H:10]([OH:11])[C@H:9]([OH:12])[C@@H:8]([CH2:13][OH:14])[O:7][C@@:6]1([NH2:47])[N:15]([CH2:29][CH2:30][CH2:31][CH2:32][CH2:33][CH2:34][CH2:35][CH2:36][CH2:37][CH2:38][CH2:39][CH2:40][CH2:41][CH2:42][CH2:43][CH2:44][CH2:45][CH3:46])[C:16](=[O:28])[CH2:17][CH2:18][CH2:19][CH2:20][CH2:21][CH2:22][CH2:23][CH2:24][CH2:25][CH2:26][CH3:27])=[O:4].[C:48]([NH:58][C@H:59]([C:65]([O:67]CC1C=CC=CC=1)=O)[CH2:60][CH2:61][C:62]([OH:64])=[O:63])([O:50][CH2:51][C:52]1[CH:57]=[CH:56][CH:55]=[CH:54][CH:53]=1)=[O:49]>>[C:48]([NH:58][C@H:59]([C:65]([NH:1][CH2:2][C:3]([C@@H:5]1[C@@H:10]([OH:11])[C@H:9]([OH:12])[C@@H:8]([CH2:13][OH:14])[O:7][C@@:6]1([NH2:47])[N:15]([CH2:29][CH2:30][CH2:31][CH2:32][CH2:33][CH2:34][CH2:35][CH2:36][CH2:37][CH2:38][CH2:39][CH2:40][CH2:41][CH2:42][CH2:43][CH2:44][CH2:45][CH3:46])[C:16](=[O:28])[CH2:17][CH2:18][CH2:19][CH2:20][CH2:21][CH2:22][CH2:23][CH2:24][CH2:25][CH2:26][CH3:27])=[O:4])=[O:67])[CH2:60][CH2:61][C:62](=[O:63])[O:64][CH2:51][C:52]1[CH:57]=[CH:56][CH:55]=[CH:54][CH:53]=1)([O:50][CH2:51][C:52]1[CH:53]=[CH:54][CH:55]=[CH:56][CH:57]=1)=[O:49]. Procedure: from N-(2-glycyl-amino-2-deoxy-β-D-glucopyranosyl)-N-octadecyl-dodecanamide and N-carbobenzoxy-O-benzyl-L-glutamic acid.